From a dataset of the Open Reaction Database (ORD), a public repository of structured organic reaction records. describe an organic reaction: reactants, conditions, products, and yield Starting materials: Cl.NC12CCC(CC1)(CC2)C(=O)OCC (Ethyl 4-aminobicyclo[2.2.2]octane-1-carboxylate hydrochloride), C([O-])([O-])=O.[K+].[K+] (potassium carbonate), [I-].[K+] (potassium iodide), F[C@H]1C[C@H](N(C1)C(COS(=O)(=O)C1=CC=CC=C1)=O)C#N ((2S,4S)-4-fluoro-1-[2-(benzenesulfonyloxy)acetyl]pyrrolidine-2-carbonitrile). Run in CN(C=O)C (N,N-dimethylformamide), CN(C=O)C (N,N-dimethylformamide). Reaction conditions: time 1 hour. The product is C(C)OC(=O)C12CCC(CC1)(CC2)NCC(=O)N2[C@@H](C[C@@H](C2)F)C#N ((2S,4S)-1-[2-[(4-ethoxycarbonylbicyclo[2.2.2]oct-1-yl)amino]ac etyl]-4-fluoropyrrolidine-2-carbonitrile). Isolated yield 92.4%. Reaction SMILES: Cl.[NH2:2][C:3]12[CH2:10][CH2:9][C:6]([C:11]([O:13][CH2:14][CH3:15])=[O:12])([CH2:7][CH2:8]1)[CH2:5][CH2:4]2.C(=O)([O-])[O-].[K+].[K+].[I-].[K+].[F:24][C@@H:25]1[CH2:29][N:28]([C:30](=[O:42])[CH2:31]OS(C2C=CC=CC=2)(=O)=O)[C@H:27]([C:43]#[N:44])[CH2:26]1>CN(C)C=O>[CH2:14]([O:13][C:11]([C:6]12[CH2:5][CH2:4][C:3]([NH:2][CH2:31][C:30]([N:28]3[CH2:29][C@@H:25]([F:24])[CH2:26][C@H:27]3[C:43]#[N:44])=[O:42])([CH2:10][CH2:9]1)[CH2:8][CH2:7]2)=[O:12])[CH3:15] |f:0.1,2.3.4,5.6|. Procedure details: Ethyl 4-aminobicyclo[2.2.2]octane-1-carboxylate hydrochloride (206 mg), potassium carbonate (243.2 mg), potassium iodide (13.3 mg) and N,N-dimethylformamide (5 mL) were mixed together. To this mixture, a solution of (2S,4S)-4-fluoro-1-[2-(benzenesulfonyloxy)acetyl]pyrrolidine-2-carbonitrile (250 mg) in N,N-dimethylformamide (1.5 mL) was added at 50° C. and the mixture was further stirred for 1 hour. Subsequently, the reaction mixture was concentrated under reduced pressure and the residue was pu... Product: C(C)N1C(CCC1)CNC(C1=CC(=C(C(=C1)OCC=C(C)C)OC)OC)=O (1-ethyl-2-(3,4-dimethoxy-5-prenyloxybenzoylaminomethyl)pyrrolidine). Reported procedure: In a manner identical to Example 15, 3,4-dimethoxy-5-prenyloxybenzoic acid (0.80 g) was subjected to a condensation reaction with 2-aminomethyl-1-ethylpyrrolidine (0.39 g), thereby yielding 0.78 g (69%) of the aimed compound. Starting materials: COC=1C=C(C(=O)O)C=C(C1OC)OCC=C(C)C (3,4-dimethoxy-5-prenyloxybenzoic acid), NCC1N(CCC1)CC (2-aminomethyl-1-ethylpyrrolidine). RXN SMILES: [CH3:1][O:2][C:3]1[CH:4]=[C:5]([CH:9]=[C:10]([O:14][CH2:15][CH:16]=[C:17]([CH3:19])[CH3:18])[C:11]=1[O:12][CH3:13])[C:6]([OH:8])=O.[NH2:20][CH2:21][CH:22]1[CH2:26][CH2:25][CH2:24][N:23]1[CH2:27][CH3:28]>>[CH2:27]([N:23]1[CH2:24][CH2:25][CH2:26][CH:22]1[CH2:21][NH:20][C:6](=[O:8])[C:5]1[CH:9]=[C:10]([O:14][CH2:15][CH:16]=[C:17]([CH3:19])[CH3:18])[C:11]([O:12][CH3:13])=[C:3]([O:2][CH3:1])[CH:4]=1)[CH3:28]. Yield: 69.0%. The reactants are Cc1nc2sccn2c1C(=O)NCC1CC2CC2N1, O=C(O)c1ccccc1-n1cccn1. Yields the product Cc1nc2sccn2c1C(=O)NCC1CC2CC2N1C(=O)c1ccccc1-n1cccn1. As a reaction SMILES: [CH:1]12[NH:2][CH:3]([CH2:7][NH:8][C:9](=[O:10])[c:11]3[c:12]([CH3:19])[n:13][c:14]4[s:15][cH:16][cH:17][n:18]34)[CH2:4][CH:5]1[CH2:6]2.[n:20]1(-[c:25]2[c:26]([C:27](=[O:28])[OH:29])[cH:30][cH:31][cH:32][cH:33]2)[n:21][cH:22][cH:23][cH:24]1>>[CH:1]12[N:2]([C:27]([c:26]3[c:25](-[n:20]4[n:21][cH:22][cH:23][cH:24]4)[cH:33][cH:32][cH:31][cH:30]3)=[O:28])[CH:3]([CH2:7][NH:8][C:9](=[O:10])[c:11]3[c:12]([CH3:19])[n:13][c:14]4[s:15][cH:16][cH:17][n:18]34)[CH2:4][CH:5]1[CH2:6]2. Procedure details: The title compound was prepared with similar methods to those in Example 147 using 2,2-dimethyl-3-(5-(quinolin-2-ylmethoxy)-1-(4-(4,4,5,5-tetramethyl-1,3,2-dioxaborolan-2-yl)benzyl)-1H-benzo[d]imidazol-2-yl)propanoic acid and 4-bromoisoxazole. MS (ESI): mass calcd. for C32H28N4O4, 532.21; m/z found, 533.2 [M+H]+. 1H NMR (500 MHz, CD3OD) δ 9.18 (d, J=7.8, 1H), 9.08 (s, 1H), 8.82 (s, 1H), 8.42 (d, J=8.6, 1H), 8.35 (d, J=8.2, 1H), 8.24-8.17 (m, 2H), 7.98 (t, J=7.4, 1H), 7.67-7.64 (m, 4H), 7.45 (d, ... The product is O1N=CC(=C1)C1=CC=C(CN2C(=NC3=C2C=CC(=C3)OCC3=NC2=CC=CC=C2C=C3)CC(C(=O)O)(C)C)C=C1 (3-[1-(4-Isoxazol-4-ylbenzyl)-5-(quinolin-2-ylmethoxy)-1H-benzimidazol-2-yl]-2,2-dimethylpropanoic acid). The reactants are CC(C(=O)O)(CC1=NC2=C(N1CC1=CC=C(C=C1)B1OC(C(O1)(C)C)(C)C)C=CC(=C2)OCC2=NC1=CC=CC=C1C=C2)C (2,2-dimethyl-3-(5-(quinolin-2-ylmethoxy)-1-(4-(4,4,5,5-tetramethyl-1,3,2-dioxaborolan-2-yl)benzyl)-1H-benzo[d]imidazol-2-yl)propanoic acid), BrC=1C=NOC1 (4-bromoisoxazole). RXN SMILES: [CH3:1][C:2]([CH3:44])([CH2:6][C:7]1[N:11]([CH2:12][C:13]2[CH:18]=[CH:17][C:16](B3OC(C)(C)C(C)(C)O3)=[CH:15][CH:14]=2)[C:10]2[CH:28]=[CH:29][C:30]([O:32][CH2:33][C:34]3[CH:43]=[CH:42][C:41]4[C:36](=[CH:37][CH:38]=[CH:39][CH:40]=4)[N:35]=3)=[CH:31][C:9]=2[N:8]=1)[C:3]([OH:5])=[O:4].Br[C:46]1[CH:47]=[N:48][O:49][CH:50]=1>>[O:49]1[CH:50]=[C:46]([C:16]2[CH:17]=[CH:18][C:13]([CH2:12][N:11]3[C:10]4[CH:28]=[CH:29][C:30]([O:32][CH2:33][C:34]5[CH:43]=[CH:42][C:41]6[C:36](=[CH:37][CH:38]=[CH:39][CH:40]=6)[N:35]=5)=[CH:31][C:9]=4[N:8]=[C:7]3[CH2:6][C:2]([CH3:44])([CH3:1])[C:3]([OH:5])=[O:4])=[CH:14][CH:15]=2)[CH:47]=[N:48]1. Reactants: C(C)(C)(C)OC(N[C@H](CC1=CC=CC=C1)[C@H]1OC1)=O ([(1R)-1-{(2R)-oxiran-2-yl}-2-phenyl-ethyl]carbamic acid tert-butylester), CNCC1=CC=CC=C1 (N-methyl-benzylamine). The product is C(C)(C)(C)OC(N[C@@H]([C@H](CN(C)CC1=CC=CC=C1)O)CC1=CC=CC=C1)=O ([(1R,2S)-1-Benzyl-3-(benzyl-methyl-amino)-2-hydroxy-propyl]-carbamic acid tert-butyl ester). Reaction SMILES: [C:1]([O:5][C:6](=[O:19])[NH:7][C@@H:8]([C@@H:16]1[CH2:18][O:17]1)[CH2:9][C:10]1[CH:15]=[CH:14][CH:13]=[CH:12][CH:11]=1)([CH3:4])([CH3:3])[CH3:2].[CH3:20][NH:21][CH2:22][C:23]1[CH:28]=[CH:27][CH:26]=[CH:25][CH:24]=1>>[C:1]([O:5][C:6](=[O:19])[NH:7][C@H:8]([CH2:9][C:10]1[CH:15]=[CH:14][CH:13]=[CH:12][CH:11]=1)[C@@H:16]([OH:17])[CH2:18][N:21]([CH2:22][C:23]1[CH:28]=[CH:27][CH:26]=[CH:25][CH:24]=1)[CH3:20])([CH3:4])([CH3:3])[CH3:2]. Procedure details: Using general procedure 1 and purification method D with [(1R)-1-{(2R)-oxiran-2-yl}-2-phenyl-ethyl]carbamic acid tert-butylester (0.255 g, 0.97 mmol) and N-methyl-benzylamine (0.25 mL, 1.9 mmol) gives the title compound.